From a dataset of the Open Reaction Database (ORD), a public repository of structured organic reaction records. describe an organic reaction: reactants, conditions, products, and yield Starting materials: B(F)(F)F.CCOCC (boron trifluoride etherate), C(C)(=O)OC1COC(C=C1)O[Si](C)(C)C(C)(C)C (6-(tert-Butyldimethylsilyloxy)-3,6-dihydro-2H-pyran-3-yl acetate), C(C)[SiH](CC)CC (Triethylsilane), C(=O)=O.CC(=O)C (dry ice acetone). Run in C(Cl)Cl (DCM). Run at time 1 hour. Yields the product C(C)(=O)OC1COCC=C1 (3,6-dihydro-2H-pyran-3-yl acetate). Isolated yield 77.6%. Reaction SMILES: [C:1]([O:4][CH:5]1[CH:10]=[CH:9][CH:8](O[Si](C(C)(C)C)(C)C)[O:7][CH2:6]1)(=[O:3])[CH3:2].C(=O)=O.CC(C)=O.C([SiH](CC)CC)C.B(F)(F)F.CCOCC>C(Cl)Cl>[C:1]([O:4][CH:5]1[CH:10]=[CH:9][CH2:8][O:7][CH2:6]1)(=[O:3])[CH3:2] |f:1.2,4.5|. Reported procedure: 6-(tert-Butyldimethylsilyloxy)-3,6-dihydro-2H-pyran-3-yl acetate (13.6 g, 49.9 mmol) was dissolved in DCM (250 mL), placed under a nitrogen atmosphere, and cooled to −30° C. (dry ice/acetone, until temperature was reached). Triethylsilane (15.95 mL, 100 mmol) was then added slowly via syringe, followed by drop wise addition of boron trifluoride etherate (7.59 mL, 59.9 mmol). The reaction was kept under nitrogen and slowly allowed to warm. After 1 h, the reaction mixture was quenched by additions...